This data is from the Open Reaction Database (ORD), a public repository of structured organic reaction records. The task is: describe an organic reaction: reactants, conditions, products, and yield The reactants are COC1=CC=C(C=C1)B(O)O (4-methoxyphenylboronic acid), [Na].BrC1=CC=C(C=C1)S(=O)(=O)[O-] (sodium 4-bromobenzene-sulfonate), C(=O)([O-])[O-].[Na+].[Na+] (Na2CO3). Reagents/catalysts: C=1C=CC(=CC1)[P](C=2C=CC=CC2)(C=3C=CC=CC3)[Pd]([P](C=4C=CC=CC4)(C=5C=CC=CC5)C=6C=CC=CC6)([P](C=7C=CC=CC7)(C=8C=CC=CC8)C=9C=CC=CC9)[P](C=1C=CC=CC1)(C=1C=CC=CC1)C=1C=CC=CC1 (Pd(PPh3)4). Solvent: C1(=CC=CC=C1)C (toluene), O (water). Yields the product COC1=CC=C(C=C1)C1=CC=C(C=C1)S(=O)(=O)O (4′-methoxy[1,1′-biphenyl]-4-sulfonic acid). The yield is 89.6%. RXN SMILES: [CH3:1][O:2][C:3]1[CH:8]=[CH:7][C:6](B(O)O)=[CH:5][CH:4]=1.[Na].Br[C:14]1[CH:19]=[CH:18][C:17]([S:20]([O-:23])(=[O:22])=[O:21])=[CH:16][CH:15]=1.C([O-])([O-])=O.[Na+].[Na+]>C1(C)C=CC=CC=1.O.C1C=CC([P]([Pd]([P](C2C=CC=CC=2)(C2C=CC=CC=2)C2C=CC=CC=2)([P](C2C=CC=CC=2)(C2C=CC=CC=2)C2C=CC=CC=2)[P](C2C=CC=CC=2)(C2C=CC=CC=2)C2C=CC=CC=2)(C2C=CC=CC=2)C2C=CC=CC=2)=CC=1>[CH3:1][O:2][C:3]1[CH:8]=[CH:7][C:6]([C:14]2[CH:19]=[CH:18][C:17]([S:20]([OH:23])(=[O:22])=[O:21])=[CH:16][CH:15]=2)=[CH:5][CH:4]=1 |f:1.2,3.4.5,^1:11,41,43,62,81|. Reported procedure: A mixture of 4-methoxyphenylboronic acid (35 g, 0.23 mol), sodium-4-bromobenzene-sulfonate (50 g, 0.19 mol) and Na2CO3 (200 g) were taken in toluene (1000 ml) and water (500 ml). To this was added Pd(PPh3)4 (11 g, 0.011 mol) and the reaction mixture was refluxed for 12 h under N2 atmosphere. The reaction mixture was cooled, filtered off the solid residue, washed with toluene and acidified with 6N HCl. The solid precipitate was filtered and dried to give 4′-methoxy[1,1′-biphenyl]-4-sulfonic acid ...